Dataset: the Open Reaction Database (ORD), a public repository of structured organic reaction records. Task: describe an organic reaction: reactants, conditions, products, and yield The reactants are C, CCC(=O)NCC=C1CCc2ncc3c(c21)CCO3, CO, [Pd]. The product is CCC(=O)NCCC1CCc2ncc3c(c21)CCO3. As a reaction SMILES: [C:22].[CH2:1]1[CH2:2][O:3][c:4]2[c:5]1[c:6]1[c:7]([n:8][cH:9]2)[CH2:10][CH2:11][C:12]1=[CH:13][CH2:14][NH:15][C:16]([CH2:17][CH3:18])=[O:19].[CH3:20][OH:21].[Pd:23]>>[CH2:1]1[CH2:2][O:3][c:4]2[c:5]1[c:6]1[c:7]([n:8][cH:9]2)[CH2:10][CH2:11][CH:12]1[CH2:13][CH2:14][NH:15][C:16]([CH2:17][CH3:18])=[O:19]. Product: ClC1=NC(=NC=N1)NC1=CC(=C(C=C1)OC)OCCOC ((4-chloro-[1,3,5]triazin-2-yl)-[4-methoxy-3-(2-methoxy-ethoxy)-phenyl]amine). Reaction conditions: temperature 0 celsius, time 22.5 minute. Reaction SMILES: Cl[C:2]1[N:7]=[C:6]([Cl:8])[N:5]=[CH:4][N:3]=1.CCN(C(C)C)C(C)C.[CH3:18][O:19][C:20]1[CH:25]=[CH:24][C:23]([NH2:26])=[CH:22][C:21]=1[O:27][CH2:28][CH2:29][O:30][CH3:31]>CN(C=O)C.CCOC(C)=O>[Cl:8][C:6]1[N:5]=[CH:4][N:3]=[C:2]([NH:26][C:23]2[CH:24]=[CH:25][C:20]([O:19][CH3:18])=[C:21]([O:27][CH2:28][CH2:29][O:30][CH3:31])[CH:22]=2)[N:7]=1. Reactants: ClC1=NC=NC(=N1)Cl (2,4-Dichloro-1,3,5-triazine), CCN(C(C)C)C(C)C (DIEA), COC1=C(C=C(C=C1)N)OCCOC (4-methoxy-3-(2-methoxy-ethoxy)phenylamine), CCN(C(C)C)C(C)C (DIEA). Procedure: 2,4-Dichloro-1,3,5-triazine (89.1 mg, 0.5944 mmol) was dissolved in DMF (0.5 ml) and cooled to 0° C. To this solution were added DIEA (104 μl), 4-methoxy-3-(2-methoxy-ethoxy)phenylamine (TFA salt)(264 mg, ˜0.59 mmol) and DIEA (208 μl) in DMF (1 ml). The reaction mixture was kept at 0° C. for 15 to 30 min and then at RT for 15 min to 2 h. The reaction mixture was diluted with EtOAc and washed with brine. The organic layer was dried over Na2SO4, filtered, and evaporated in vacuo, to give (4-chloro... Run in CCOC(=O)C (EtOAc), CN(C)C=O (DMF), CN(C)C=O (DMF). The product is Cc1c([N+](=O)[O-])cc(C(N)=O)c2nc[nH]c12. Reactants: Cc1c([N+](=O)[O-])cc(C(=O)O)c2nc[nH]c12, NS(N)(=O)=O, O, c1ccncc1. RXN SMILES: [CH3:1][c:2]1[c:3]([N+:14](=[O:15])[O-:16])[cH:4][c:5]([C:11](=[O:12])[OH:13])[c:6]2[c:7]1[nH:8][cH:9][n:10]2.[NH2:17][S:18](=[O:19])(=[O:20])[NH2:21].[OH2:28].[cH:22]1[cH:23][cH:24][n:25][cH:26][cH:27]1>>[CH3:1][c:2]1[c:3]([N+:14](=[O:15])[O-:16])[cH:4][c:5]([C:11](=[O:12])[NH2:17])[c:6]2[c:7]1[nH:8][cH:9][n:10]2. Reactants: C(C1=CC=CC=C1)OC=1C=C2C(C=C(OC2=CC1)C1=C(C=CC=C1)C)=O (6-Benzyloxy-2-(2-methylphenyl)-4H-chromen-4-one). Reagents/catalysts: [Pd] (palladium). Run in C(C)(=O)OCC (ethyl acetate). Product: OC=1C=C2C(C=C(OC2=CC1)C1=C(C=CC=C1)C)=O (6-Hydroxy-2-(2-methylphenyl)-4H-chromen-4-one). Reaction SMILES: C([O:8][C:9]1[CH:10]=[C:11]2[C:16](=[CH:17][CH:18]=1)[O:15][C:14]([C:19]1[CH:24]=[CH:23][CH:22]=[CH:21][C:20]=1[CH3:25])=[CH:13][C:12]2=[O:26])C1C=CC=CC=1>C(OCC)(=O)C.[Pd]>[OH:8][C:9]1[CH:10]=[C:11]2[C:16](=[CH:17][CH:18]=1)[O:15][C:14]([C:19]1[CH:24]=[CH:23][CH:22]=[CH:21][C:20]=1[CH3:25])=[CH:13][C:12]2=[O:26]. Reported procedure: 6-Benzyloxy-2-(2-methylphenyl)-4H-chromen-4-one (mp 115°) is hydrogenated in ethyl acetate over palladium (10% on charcoal) at atmospheric pressure and room temperature for 1 hour. The mixture is filtered over celite, and the filtrate is evaporated in vacuo. The title compound is obtained (colourless crystals; mp 180°). Reactants: FC=1C=CC=C2C=C(N(C(C12)=O)CC=1OC=CN1)C (8-fluoro-3-methyl-2-oxazol-2-ylmethyl-2H-isoquinolin-1-one), BrN1C(CCC1=O)=O (N-bromosuccinimide), C(C)OCC (diethyl ether), C(C)(=O)OCC (ethyl acetate). The solvent is CN(C=O)C (N,N-dimethylformamide). Reaction conditions: temperature 50 celsius, time 60 minute. Product: BrC1=C(N(C(C2=C(C=CC=C12)F)=O)CC=1OC=CN1)C (4-Bromo-8-fluoro-3-methyl-2-oxazol-2-ylmethyl-2H-isoquinolin-1-one). Yield: 90.7%. Reaction SMILES: [F:1][C:2]1[CH:3]=[CH:4][CH:5]=[C:6]2[C:11]=1[C:10](=[O:12])[N:9]([CH2:13][C:14]1[O:15][CH:16]=[CH:17][N:18]=1)[C:8]([CH3:19])=[CH:7]2.[Br:20]N1C(=O)CCC1=O.C(OCC)C.C(OCC)(=O)C>CN(C)C=O>[Br:20][C:7]1[C:6]2[C:11](=[C:2]([F:1])[CH:3]=[CH:4][CH:5]=2)[C:10](=[O:12])[N:9]([CH2:13][C:14]2[O:15][CH:16]=[CH:17][N:18]=2)[C:8]=1[CH3:19]. Procedure details: A mixture of 8-fluoro-3-methyl-2-oxazol-2-ylmethyl-2H-isoquinolin-1-one (271 mg, 1.05 mmol) and N-bromosuccinimide (192 mg, 1.08 mmol) in N,N-dimethylformamide (4.8 mL) was stirred at 50° C. for 60 minutes. The reaction mixture was poured into diethyl ether (50 mL) and ethyl acetate (20 mL). A white solid precipitated, which was removed by filtration. The filtrate was washed with diluted brine (water:sat. NaCl(aq.)=1:1; 4×20 mL), dried over MgSO4 and evaporated to give a 321 mg of a solid (yield... Reactants: C(C)(C)(C)OC(=O)N[C@@H]1C(N(CCCC1)C(C)C(=O)C)=O (3-(S)-t-butoxycarbonylamino-1-(1-methylcarbonylethyl)perhydroazepin-2-one), CO (methanol), [OH-].[Na+] (NaOH). The solvent is O (water). Run at time 2 hour. The product is C(C)(C)(C)OC(=O)N[C@@H]1C(N(CCCC1)C(C)C(=O)O)=O (3-(S)-t-butoxycarbonylamino-1-(1-carboxyethyl)perhydroazepin-2-one). RXN SMILES: [C:1]([O:5][C:6]([NH:8][C@H:9]1[CH2:15][CH2:14][CH2:13][CH2:12][N:11]([CH:16]([C:18](C)=[O:19])[CH3:17])[C:10]1=[O:21])=[O:7])([CH3:4])([CH3:3])[CH3:2].C[OH:23].[OH-].[Na+]>O>[C:1]([O:5][C:6]([NH:8][C@H:9]1[CH2:15][CH2:14][CH2:13][CH2:12][N:11]([CH:16]([C:18]([OH:19])=[O:23])[CH3:17])[C:10]1=[O:21])=[O:7])([CH3:2])([CH3:3])[CH3:4] |f:2.3|. Procedure: Dissolve 2.59 g 3-(S)-t-butoxycarbonylamino-1-(1-methylcarbonylethyl)perhydroazepin-2-one in 10 ml. methanol and 10 ml water and add 0.5 ml 50% NaOH solution. Store the mixture at room temperature for 2 hours and then concentrate at aspirator pressure to a syrup. Dissolve the syrup in water and chill the solution in an ice bath. Add 6N hydrochloric acid to pH 2 then extract the solution several times with ethyl acetate. Dry the combined extracts over MgSO4, filter and concentrate the filtrate at... The reactants are [OH-].[Na+] (sodium hydroxide), COC(=O)C12CN(CC2=CCC1)C(=O)OCC1=CC=CC=C1 ({3-benzyloxycarbonyl-3-azabicyclo[3.3.0]oct-5-en-1-yl}carboxylic acid methyl ester). The solvent is CO (methanol). Conditions: time 16 hour. The product is C(C1=CC=CC=C1)OC(=O)N1CC2(CCC=C2C1)C(=O)O ({3-Benzyloxycarbonyl-3-azabicyclo[3.3.0]oct-5-en-1-yl}carboxylic acid). As a reaction SMILES: [OH-].[Na+].C[O:4][C:5]([C:7]12[CH2:14][CH2:13][CH:12]=[C:11]1[CH2:10][N:9]([C:15]([O:17][CH2:18][C:19]1[CH:24]=[CH:23][CH:22]=[CH:21][CH:20]=1)=[O:16])[CH2:8]2)=[O:6]>CO>[CH2:18]([O:17][C:15]([N:9]1[CH2:10][C:11]2[C:7]([C:5]([OH:6])=[O:4])([CH2:14][CH2:13][CH:12]=2)[CH2:8]1)=[O:16])[C:19]1[CH:24]=[CH:23][CH:22]=[CH:21][CH:20]=1 |f:0.1|. Procedure: A 1N sodium hydroxide solution (1.86 mL) was added to a solution of {3-benzyloxycarbonyl-3-azabicyclo[3.3.0]oct-5-en-1-yl}carboxylic acid methyl ester (187 mg, 0.620 mmol) in methanol (6.20 mL) in a nitrogen atmosphere, and the mixture was stirred at room temperature for 16 hours. The reaction solution was concentrated under reduced pressure and then washed with diethyl ether (50 mL×2). The aqueous layer was made acidic with 1N hydrochloric acid under ice-cooling, followed by extraction with eth...